Dataset: the Open Reaction Database (ORD), a public repository of structured organic reaction records. Task: describe an organic reaction: reactants, conditions, products, and yield Reactants: ice, ClC=1C=CC2=C(C(NCC=3N2C(=NN3)C)=S)C1 (8-chloro-4,5-dihydro-1-methyl-6H-s-triazolo[4,3-a][1,4]benzodiazepine-6-thione), ice, CI (methyl iodide), [OH-].[Na+] (sodium hydroxide), ice water. The solvent is CO (methanol). Run at time 1 hour. The product is ClC=1C=CC2=C(C(=NCC=3N2C(=NN3)C)SC)C1 (8-Chloro-1-methyl-6-(methylthio)-4H-s-triazol[4,3-a][1,4]benzodiazepine). RXN SMILES: [Cl:1][C:2]1[CH:3]=[CH:4][C:5]2[N:11]3[C:12]([CH3:15])=[N:13][N:14]=[C:10]3[CH2:9][NH:8][C:7](=[S:16])[C:6]=2[CH:17]=1.[OH-].[Na+].[CH3:20]I>CO>[Cl:1][C:2]1[CH:3]=[CH:4][C:5]2[N:11]3[C:12]([CH3:15])=[N:13][N:14]=[C:10]3[CH2:9][N:8]=[C:7]([S:16][CH3:20])[C:6]=2[CH:17]=1 |f:1.2|. Procedure: An ice cold, stirred mixture of 8-chloro-4,5-dihydro-1-methyl-6H-s-triazolo[4,3-a][1,4]benzodiazepine-6-thione (VIIIa) (13.2 g., 0.05 mole) in methanol (75 ml.) was treated with 55 ml. of 0.945 N aqueous sodium hydroxide solution. The ice bath was removed and after 10 minutes methyl iodide (3.11 ml., 0.05 mole) was added to the solution. About 5 minutes after this addition the mixture solidified. It was kept at ambient temperature for one hour, mixed with ice water and stirred for 10 minutes. Th... Reactants: ClC(=O)OC(C)Cl (α-chloroethyl chloroformate), C1(=CC=CC=C1)S(=O)(=O)C1=CC2=C(N(CC(O2)(C)C)C2CCN(CC2)C)C=C1 (7-benzenesulfonyl-2,2-dimethyl-4-(1-methyl-piperidin-4-yl)-3,4-dihydro-2H-benzo[1,4]oxazine), C(C)(C)(C)OC(=O)OC(=O)OC(C)(C)C (di-tert-butyldicarbonate). The solvent is ClC(C)Cl (dichloroethane). Run at time 1 minute. Yields the product C1(=CC=CC=C1)S(=O)(=O)C1=CC2=C(N(CC(O2)(C)C)C2CCNCC2)C=C1 (7-benzenesulfonyl-2,2-dimethyl-4-piperidin-4-yl-3,4-dihydro-2H-benzo[1,4]oxazine). Isolated yield 75.5%. As a reaction SMILES: [C:1]1([S:7]([C:10]2[CH:28]=[CH:27][C:13]3[N:14]([CH:20]4[CH2:25][CH2:24][N:23](C)[CH2:22][CH2:21]4)[CH2:15][C:16]([CH3:19])([CH3:18])[O:17][C:12]=3[CH:11]=2)(=[O:9])=[O:8])[CH:6]=[CH:5][CH:4]=[CH:3][CH:2]=1.ClC(OC(Cl)C)=O.C(OC(OC(OC(C)(C)C)=O)=O)(C)(C)C>ClC(Cl)C>[C:1]1([S:7]([C:10]2[CH:28]=[CH:27][C:13]3[N:14]([CH:20]4[CH2:25][CH2:24][NH:23][CH2:22][CH2:21]4)[CH2:15][C:16]([CH3:18])([CH3:19])[O:17][C:12]=3[CH:11]=2)(=[O:9])=[O:8])[CH:6]=[CH:5][CH:4]=[CH:3][CH:2]=1. Procedure: A solution of 7-benzenesulfonyl-2,2-dimethyl-4-(1-methyl-piperidin-4-yl)-3,4-dihydro-2H-benzo[1,4]oxazine (0.119 g., 0.298 mmol) in 3 mL dichloroethane was cooled to 0° C. and α-chloroethyl chloroformate (0.033 mL, 0.312 mmol) was added dropwise with stirring over 1 minute. The reaction mixture was refluxed for 18 hours, concentrated in vacuo, and the residue dissolved in 20 mL methanol and refluxed for 1 hour. The reaction mixture was concentrated in vacuo and a vacuum of 0.5 Torr was applied f... The reactants are CCN(C(C)C)C(C)C, CC(C)O, [Cl-], ClCCl, CC(C)(C)OC(=O)COc1ccc(C=Nc2ccc(F)cc2)cc1, [NH4+], CC1(C)COC(CSCC(=O)N2C(=O)OCC2c2ccccc2)(c2ccc3c(c2)OCO3)OC1. Product: CC1(C)COC(CSC(C(=O)N2C(=O)OCC2c2ccccc2)C(Nc2ccc(F)cc2)c2ccc(OCC(=O)OC(C)(C)C)cc2)(c2ccc3c(c2)OCO3)OC1. RXN SMILES: [CH2:59]([N:60]([CH:61]([CH3:62])[CH3:63])[CH:64]([CH3:65])[CH3:66])[CH3:67].[CH:73]([OH:74])([CH3:75])[CH3:76].[Cl-:68].[Cl:70][CH2:71][Cl:72].[F:35][c:36]1[cH:37][cH:38][c:39]([N:42]=[CH:43][c:44]2[cH:45][cH:46][c:47]([O:48][CH2:49][C:50](=[O:51])[O:52][C:53]([CH3:54])([CH3:55])[CH3:56])[cH:57][cH:58]2)[cH:40][cH:41]1.[NH4+:69].[O:1]1[CH2:2][O:3][c:4]2[c:5]1[cH:6][cH:7][c:8]([C:10]1([CH2:18][S:19][CH2:20][C:21](=[O:22])[N:23]3[C:24](=[O:34])[O:25][CH2:26][CH:27]3[c:28]3[cH:29][cH:30][cH:31][cH:32][cH:33]3)[O:11][CH2:12][C:13]([CH3:16])([CH3:17])[CH2:14][O:15]1)[cH:9]2>>[O:1]1[CH2:2][O:3][c:4]2[c:5]1[cH:6][cH:7][c:8]([C:10]1([CH2:18][S:19][CH:20]([C:21](=[O:22])[N:23]3[C:24](=[O:34])[O:25][CH2:26][CH:27]3[c:28]3[cH:29][cH:30][cH:31][cH:32][cH:33]3)[CH:43]([NH:42][c:39]3[cH:38][cH:37][c:36]([F:35])[cH:41][cH:40]3)[c:44]3[cH:45][cH:46][c:47]([O:48][CH2:49][C:50](=[O:51])[O:52][C:53]([CH3:54])([CH3:55])[CH3:56])[cH:57][cH:58]3)[O:11][CH2:12][C:13]([CH3:16])([CH3:17])[CH2:14][O:15]1)[cH:9]2. The reactants are CC1=C2[C@H](C(=O)[C@@]3([C@H](C[C@@H]4[C@]([C@H]3[C@@H]([C@@](C2(C)C)(C[C@@H]1O)O)OC(=O)C=5C=CC=CC5)(CO4)OC(=O)C)O)C)O (10-deacetylbaccatin III), C(C1=CC=CC=C1)(=O)OC(C1=CC=CC=C1)=O (benzoic anhydride), O.FC(S(=O)(=O)[O-])(F)F.[Yb+3].FC(S(=O)(=O)[O-])(F)F.FC(S(=O)(=O)[O-])(F)F (ytterbium trifluoromethanesulfonate hydrate), C(Cl)Cl.CO (CH2Cl2 MeOH). Solvent: O1CCCC1 (tetrahydrofuran), O1CCCC1 (tetrahydrofuran). Reaction conditions: time 48 hour. The product is CC1=C2[C@H](C(=O)[C@@]3([C@H](C[C@@H]4[C@]([C@H]3[C@@H]([C@@](C2(C)C)(C[C@@H]1O)O)OC(=O)C=5C=CC=CC5)(CO4)OC(=O)C)O)C)O (10-deacetylbaccatin III), CC1=C2[C@H](C(=O)[C@@]3([C@H](C[C@@H]4[C@]([C@H]3[C@@H]([C@@](C2(C)C)(C[C@@H]1O)O)OC(=O)C5=CC=CC=C5)(CO4)OC(=O)C)O)C)OC(=O)C6=CC=CC=C6 (10-benzoyl-10deacetylbaccatin III). The yield is 62.0%. Reaction SMILES: [CH3:1][C:2]1[C@@H:19]([OH:20])[CH2:18][C@:14]2([OH:21])[C:15]([CH3:17])([CH3:16])[C:3]=1[C@@H:4]([OH:39])[C:5]([C@@:7]1([CH3:38])[C@H:12]([C@@H:13]2[O:22][C:23]([C:25]2[CH:26]=[CH:27][CH:28]=[CH:29][CH:30]=2)=[O:24])[C@:11]2([O:33][C:34]([CH3:36])=[O:35])[CH2:31][O:32][C@@H:10]2[CH2:9][C@@H:8]1[OH:37])=[O:6].[C:40](OC(=O)C1C=CC=CC=1)(=[O:47])[C:41]1[CH:46]=[CH:45][CH:44]=[CH:43][CH:42]=1.O.FC(F)(F)S([O-])(=O)=O.[Yb+3].FC(F)(F)S([O-])(=O)=O.FC(F)(F)S([O-])(=O)=O.C(Cl)Cl.CO>O1CCCC1>[CH3:1][C:2]1[C@@H:19]([OH:20])[CH2:18][C@:14]2([OH:21])[C:15]([CH3:16])([CH3:17])[C:3]=1[C@@H:4]([OH:39])[C:5]([C@@:7]1([CH3:38])[C@H:12]([C@@H:13]2[O:22][C:23]([C:25]2[CH:30]=[CH:29][CH:28]=[CH:27][CH:26]=2)=[O:24])[C@:11]2([O:33][C:34]([CH3:36])=[O:35])[CH2:31][O:32][C@@H:10]2[CH2:9][C@@H:8]1[OH:37])=[O:6].[CH3:1][C:2]1[C@@H:19]([OH:20])[CH2:18][C@:14]2([OH:21])[C:15]([CH3:16])([CH3:17])[C:3]=1[C@@H:4]([O:39][C:40]([C:41]1[CH:46]=[CH:45][CH:44]=[CH:43][CH:42]=1)=[O:47])[C:5]([C@@:7]1([CH3:38])[C@H:12]([C@@H:13]2[O:22][C:23]([C:25]2[CH:30]=[CH:29][CH:28]=[CH:27][CH:26]=2)=[O:24])[C@:11]2([O:33][C:34]([CH3:36])=[O:35])[CH2:31][O:32][C@@H:10]2[CH2:9][C@@H:8]1[OH:37])=[O:6] |f:2.3.4.5.6,7.8|. Procedure details: To a solution of 50 mg (91.9 μmol) of 10-deacetylbaccatin III and 13 μL (1.5 eq.) of benzoic anhydride in 2.0 mL of freshly distilled tetrahydrofuran 100 μL of a solution of 5.8 mg of commercial ytterbium trifluoromethanesulfonate hydrate in 1.0 mL of tetrahydrofuran was added. The reaction mixture was stirred at room temperature for 48 hours. Usual workup and isolation of the product by means of preparative TLC (Silica 60, CH2Cl2/MeOH 10:1) afforded 11 mg unreacted 10-deacetylbaccatin III (22%)... Starting materials: Cl.C(C)OC1=C(C=CC=C1)N1CCNCCC1 (1-(2-ethoxyphenyl)-1,4-diazepane hydrochloride), C(=O)([O-])[O-].[K+].[K+] (K2CO3), C(C)OC1=C(C=CC=C1)N1CCN(CCC1)CCCCOC1=CC=C2CCC(NC2=C1)=O (7-(4-(4-(2-ethoxyphenyl)-1,4-diazepan-1-yl)butoxy)-3,4-dihydroquinolin-2(1H)-one), [Na+].[I-] (NaI). Run in CC#N (CH3CN), O (water). Conditions: time 8 hour. Product: C(C)OC1=C(C=CC=C1)N1CCN(CCC1)CCCCOC1=CC=C2CCC(NC2=N1)=O (7-(4-(4-(2-ethoxyphenyl)-1,4-diazepan-1-yl)butoxy)-3,4-dihydro-1,8-naphthyridin-2(1H)-one). The yield is 23.8%. Reaction SMILES: [CH2:1]([O:3][C:4]1[CH:9]=[CH:8][CH:7]=[CH:6][C:5]=1[N:10]1[CH2:16][CH2:15][CH2:14][N:13]([CH2:17][CH2:18][CH2:19][CH2:20][O:21][C:22]2C=[C:30]3[C:25]([CH2:26][CH2:27][C:28](=[O:32])[NH:29]3)=[CH:24][CH:23]=2)[CH2:12][CH2:11]1)[CH3:2].[Na+].[I-].Cl.C(OC1C=CC=CC=1[N:45]1CCCNCC1)C.C([O-])([O-])=O.[K+].[K+]>CC#N.O>[CH2:1]([O:3][C:4]1[CH:9]=[CH:8][CH:7]=[CH:6][C:5]=1[N:10]1[CH2:16][CH2:15][CH2:14][N:13]([CH2:17][CH2:18][CH2:19][CH2:20][O:21][C:22]2[N:45]=[C:30]3[C:25]([CH2:26][CH2:27][C:28](=[O:32])[NH:29]3)=[CH:24][CH:23]=2)[CH2:12][CH2:11]1)[CH3:2] |f:1.2,3.4,5.6.7|. Procedure: A mixture of intermediate 12 (150 mg, 0.48 mmol) and NaI (150 mg, 1.0 mmol) in CH3CN was heated to reflux for 30 min and then cooled to rt. Intermediate 31 (124 mg, 0.48 mmol) and anhydrous K2CO3 (265 mg, 1.92 mmol) were added to the mixture. The resulting mixture was heated to reflux and stirred overnight. The reaction solution was diluted with water and extracted with EtOAc. The combined EtOAc layers were washed with brine, dried over anhydrous Na2SO4, concentrated in vacuo and purified by fla...